Dataset: the Open Reaction Database (ORD), a public repository of structured organic reaction records. Task: describe an organic reaction: reactants, conditions, products, and yield The reactants are BrC(Br)(Br)Br, CN(C)C=O, CCOC(=O)COc1cccc(CO)c1, c1ccc(P(c2ccccc2)c2ccccc2)cc1. The product is CCOC(=O)COc1cccc(CBr)c1. RXN SMILES: [C:16]([Br:17])([Br:18])([Br:19])[Br:20].[O:40]=[CH:41][N:42]([CH3:43])[CH3:44].[OH:1][CH2:2][c:3]1[cH:4][c:5]([O:6][CH2:7][C:8](=[O:9])[O:10][CH2:11][CH3:12])[cH:13][cH:14][cH:15]1.[c:21]1([P:22]([c:23]2[cH:24][cH:25][cH:26][cH:27][cH:28]2)[c:29]2[cH:30][cH:31][cH:32][cH:33][cH:34]2)[cH:35][cH:36][cH:37][cH:38][cH:39]1>>[CH2:2]([c:3]1[cH:4][c:5]([O:6][CH2:7][C:8](=[O:9])[O:10][CH2:11][CH3:12])[cH:13][cH:14][cH:15]1)[Br:17]. Starting materials: CNCCc1ccc(Br)cc1, CCS(=O)(=O)c1ccc(NC(=O)Oc2ccccc2)cc1C#N, O=C([O-])[O-], [K+], [K+], CN(C)C=O, O. Product: CCS(=O)(=O)c1ccc(NC(=O)N(C)CCc2ccc(Br)cc2)cc1C#N. RXN SMILES: [Br:24][c:25]1[cH:26][cH:27][c:28]([CH2:31][CH2:32][NH:33][CH3:34])[cH:29][cH:30]1.[C:1](#[N:2])[c:3]1[cH:4][c:5]([NH:14][C:15]([O:16][c:17]2[cH:18][cH:19][cH:20][cH:21][cH:22]2)=[O:23])[cH:6][cH:7][c:8]1[S:9](=[O:10])(=[O:11])[CH2:12][CH3:13].[C:35](=[O:36])([O-:37])[O-:38].[K+:39].[K+:40].[O:41]=[CH:42][N:43]([CH3:44])[CH3:45].[OH2:46]>>[C:1](#[N:2])[c:3]1[cH:4][c:5]([NH:14][C:15](=[O:23])[N:33]([CH2:32][CH2:31][c:28]2[cH:27][cH:26][c:25]([Br:24])[cH:30][cH:29]2)[CH3:34])[cH:6][cH:7][c:8]1[S:9](=[O:10])(=[O:11])[CH2:12][CH3:13]. Reactants: C(C=C)(=O)OCC#C (propargyl acrylate), C(C)N(CC)C=CC(=O)OCC=C[Si](Cl)(C)C (N,N-diethylaminoacryloxypropenyldimethylchlorosilane), [SiH3]O (silanol), C[SiH](Cl)C (dimethylchlorosilane), C(C)NCC (diethylamine). Product: C(C=C)(=O)OCC=C[Si](Cl)(C)C (Acryloxypropenyldimethylchlorosilane). RXN SMILES: C(OCC#C)(=O)C=C.C[SiH](C)Cl.C(NCC)C.C(N([CH:23]=[CH:24][C:25]([O:27][CH2:28][CH:29]=[CH:30][Si:31]([CH3:34])([CH3:33])[Cl:32])=[O:26])CC)C.[SiH3]O>>[C:25]([O:27][CH2:28][CH:29]=[CH:30][Si:31]([CH3:34])([CH3:33])[Cl:32])(=[O:26])[CH:24]=[CH2:23]. Procedure details: Acryloxypropenyldimethylchlorosilane was prepared by a modification of Example 2 of U.S. Patent 3,746,734, to Berger et. al., using propargyl acrylate and dimethylchlorosilane as reactants. This product was then reacted with diethylamine. The resulting N,N-diethylaminoacryloxypropenyldimethylchlorosilane was then condensed with the 12000 MW and 28000 MW silanol terminated silicones utilized in Examples 1-16. The resulting acrylate terminated silicones were designated D and E, respectively. The reactants are COCCOC, NCc1ccccc1N, CS(=O)c1nc(N)nc(-c2ccco2)c1C#N. Product: N#Cc1c(NCc2ccccc2N)nc(N)nc1-c1ccco1. As a reaction SMILES: [CH3:27][O:28][CH2:29][CH2:30][O:31][CH3:32].[NH2:18][c:19]1[c:20]([CH2:21][NH2:22])[cH:23][cH:24][cH:25][cH:26]1.[NH2:1][c:2]1[n:3][c:4]([S:15]([CH3:16])=[O:17])[c:5]([C:13]#[N:14])[c:6](-[c:8]2[o:9][cH:10][cH:11][cH:12]2)[n:7]1>>[NH2:1][c:2]1[n:3][c:4]([NH:22][CH2:21][c:20]2[c:19]([NH2:18])[cH:26][cH:25][cH:24][cH:23]2)[c:5]([C:13]#[N:14])[c:6](-[c:8]2[o:9][cH:10][cH:11][cH:12]2)[n:7]1. The reactants are C(C)(C)(C)NS(=O)(=O)C1=CC(=CC=C1)C1=NC(=CC=C1)C1=NC(=CC(=N1)C)C=1C=NC(=CC1)C(F)(F)F (N-tert-Butyl-3-{6-[4-methyl-6-(6-trifluoromethyl-pyridin-3-yl)-pyrimidin-2-yl]-pyridin-2-yl}-benzenesulfonamide), C(=O)(C(F)(F)F)O (TFA). Reaction conditions: temperature 23 celsius, time 16 hour. Yields the product CC1=NC(=NC(=C1)C=1C=NC(=CC1)C(F)(F)F)C1=CC=CC(=N1)C=1C=C(C=CC1)S(=O)(=O)N (3-{6-[4-Methyl-6-(6-trifluoromethyl-pyridin-3-yl)-pyrimidin-2-yl]-pyridin-2-yl}-benzenesulfonamide). Yield: 97.5%. Reaction SMILES: C([NH:5][S:6]([C:9]1[CH:14]=[CH:13][CH:12]=[C:11]([C:15]2[CH:20]=[CH:19][CH:18]=[C:17]([C:21]3[N:26]=[C:25]([CH3:27])[CH:24]=[C:23]([C:28]4[CH:29]=[N:30][C:31]([C:34]([F:37])([F:36])[F:35])=[CH:32][CH:33]=4)[N:22]=3)[N:16]=2)[CH:10]=1)(=[O:8])=[O:7])(C)(C)C.C(O)(C(F)(F)F)=O>>[CH3:27][C:25]1[CH:24]=[C:23]([C:28]2[CH:29]=[N:30][C:31]([C:34]([F:36])([F:37])[F:35])=[CH:32][CH:33]=2)[N:22]=[C:21]([C:17]2[N:16]=[C:15]([C:11]3[CH:10]=[C:9]([S:6]([NH2:5])(=[O:8])=[O:7])[CH:14]=[CH:13][CH:12]=3)[CH:20]=[CH:19][CH:18]=2)[N:26]=1. Reported procedure: To N-tert-butyl-3-{6-[4-methyl-6-(6-trifluoromethyl-pyridin-3-yl)-pyrimidin-2-yl]-pyridin-2-yl}-benzenesulfonamide (Example 26) (0.092 g, 0.174 mmol) was added TFA (2 mL) and the reaction mixture was stirred at 23° C. for 16 h. The mixture was partitioned between EtOAc and saturated NaHCO3 solution, the organic layer was dried over Na2SO4. Removal of the solvent in vacuum left a crude product which was triturated with diethyl ether to give the title compound as an off-white solid (0.080 g, 98%).... Starting materials: CC(C)c1nc(-c2cccc(NS(=O)(=O)c3c(F)cccc3F)c2)c(-c2ccnc(Cl)n2)s1, CC(C)(C)c1nc(-c2c(F)ccc(N)c2F)c(-c2ccnc(Cl)n2)s1, O=S(=O)(Cl)c1c(F)cccc1F. The product is CC(C)(C)c1nc(-c2c(F)ccc(NS(=O)(=O)c3c(F)cccc3F)c2F)c(-c2ccnc(Cl)n2)s1. As a reaction SMILES: [Cl:1][c:2]1[n:3][c:4](-[c:5]2[s:6][c:7]([CH:8]([CH3:9])[CH3:10])[n:11][c:12]2-[c:13]2[cH:14][c:15]([NH:16][S:23](=[O:24])(=[O:25])[c:26]3[c:27]([F:33])[cH:28][cH:29][cH:30][c:31]3[F:32])[cH:17][cH:18][cH:19]2)[cH:20][cH:21][n:22]1.[Cl:34][c:35]1[n:36][cH:37][cH:38][c:39](-[c:41]2[c:42](-[c:50]3[c:51]([F:58])[c:52]([NH2:57])[cH:53][cH:54][c:55]3[F:56])[n:43][c:44]([C:46]([CH3:47])([CH3:48])[CH3:49])[s:45]2)[n:40]1.[F:59][c:60]1[cH:61][cH:62][cH:63][c:64]([F:65])[c:66]1[S:67]([Cl:68])(=[O:69])=[O:70]>>[S:23](=[O:24])(=[O:25])([c:26]1[c:27]([F:33])[cH:28][cH:29][cH:30][c:31]1[F:32])[NH:57][c:52]1[c:51]([F:58])[c:50](-[c:42]2[c:41](-[c:39]3[cH:38][cH:37][n:36][c:35]([Cl:34])[n:40]3)[s:45][c:44]([C:46]([CH3:47])([CH3:48])[CH3:49])[n:43]2)[c:55]([F:56])[cH:54][cH:53]1.